From a dataset of the Open Reaction Database (ORD), a public repository of structured organic reaction records. describe an organic reaction: reactants, conditions, products, and yield Starting materials: C(C=C)OC1=CC=CC2=C1C(=C(O2)CC)C (4-allyloxy-2-ethyl-3-methylbenzofuran), ClC1=C(C=CC=C1)Cl (orthodichlorobenzene). The product is C(C=C)C=1C=CC2=C(C(=C(O2)CC)C)C1O (5-allyl-2-ethyl-4-hydroxy-3-methylbenzofuran). As a reaction SMILES: C([O:4][C:5]1[C:10]2[C:11]([CH3:16])=[C:12]([CH2:14][CH3:15])[O:13][C:9]=2[CH:8]=[CH:7][CH:6]=1)C=C.Cl[C:18]1[CH:23]=CC=C[C:19]=1Cl>>[CH2:23]([C:6]1[CH:7]=[CH:8][C:9]2[O:13][C:12]([CH2:14][CH3:15])=[C:11]([CH3:16])[C:10]=2[C:5]=1[OH:4])[CH:18]=[CH2:19]. Procedure details: A mixture of 4-allyloxy-2-ethyl-3-methylbenzofuran (1.0 g; 4.8 mmoles) and orthodichlorobenzene (40 ml) was refluxed for 4 hours. The mixture was chromatographed to obtain 1.0 g of the title compound as an oil. The oil was recrystallized from hexane. Starting materials: resultant mixture, ClC=1C=C(C(=O)O)C=CC1C1=NC2=CC=C(C=C2C=C1)O (3-chloro-4-(6-hydroxyquinolin-2-yl)benzoic acid), ClC=1C=C(C(=O)O)C=CC1C1=NC2=CC=C(C=C2C=C1)O (3-chloro-4-(6-hydroxyquinolin-2-yl)benzoic acid), ClC1=CC(=CC=C1)C(=O)OO (3-chloroperbenzoic acid). The solvent is CC(=O)O (HOAc). Product: C(=O)(O)C1=CC(=C(C=C1)C1=[N+](C2=CC=C(C=C2C=C1)O)[O-])Cl (2-(4-carboxy-2-chlorophenyl)-6-hydroxyquinoline 1-oxide). Yield: 37.5%. RXN SMILES: [Cl:1][C:2]1[CH:3]=[C:4]([CH:8]=[CH:9][C:10]=1[C:11]1[CH:20]=[CH:19][C:18]2[C:13](=[CH:14][CH:15]=[C:16]([OH:21])[CH:17]=2)[N:12]=1)[C:5]([OH:7])=[O:6].ClC1C=CC=C(C(OO)=[O:30])C=1>CC(O)=O>[C:5]([C:4]1[CH:8]=[CH:9][C:10]([C:11]2[CH:20]=[CH:19][C:18]3[C:13](=[CH:14][CH:15]=[C:16]([OH:21])[CH:17]=3)[N+:12]=2[O-:30])=[C:2]([Cl:1])[CH:3]=1)([OH:7])=[O:6]. Procedure: To a solution of 3-chloro-4-(6-hydroxyquinolin-2-yl)benzoic acid (Compound 8) (620 mg) in HOAc (8 mL) was added 3-chloroperbenzoic acid (77% pure, 1.19 g). The resultant mixture was heated at 90° C. over 3 hour. After removal of HOAc under reduced pressure, the resultant mixture was trituated with DCM and recrystallized from EtOH/water twice to afford the desired product (245 mg) as colorless solids. 1H NMR (DMSO-d6 300 MHz TMS): δ 10.49 (1H, s), 8.43 (1H, d, J=9 Hz), 8.06 (1H, d, J=3 Hz), 8.01 ... The product is COCC(OC=1C=C2C(=CN(C2=CC1)C)C1=CC=2C(=NC=CC2)N1S(=O)(=O)C1=CC=C(C=C1)C)C (2-[5-(2-Methoxy-1-methyl-ethoxy)-1-methyl-1H-indol-3-yl]-1-(toluene-4-sulfonyl)-1H-pyrrolo[2,3-b]pyridine). As a reaction SMILES: C1(P(C2C=CC=CC=2)C2C=CC=CC=2)C=CC=CC=1.C(OC([N+](C(OC(C)C)=O)=[N-])=O)(C)C.[CH3:34][N:35]1[C:43]2[C:38](=[CH:39][C:40]([OH:44])=[CH:41][CH:42]=2)[C:37]([C:45]2[N:53]([S:54]([C:57]3[CH:62]=[CH:61][C:60]([CH3:63])=[CH:59][CH:58]=3)(=[O:56])=[O:55])[C:48]3=[N:49][CH:50]=[CH:51][CH:52]=[C:47]3[CH:46]=2)=[CH:36]1.[CH3:64][O:65][CH2:66][CH:67](O)[CH3:68]>C1(C)C=CC=CC=1>[CH3:64][O:65][CH2:66][CH:67]([CH3:68])[O:44][C:40]1[CH:39]=[C:38]2[C:43](=[CH:42][CH:41]=1)[N:35]([CH3:34])[CH:36]=[C:37]2[C:45]1[N:53]([S:54]([C:57]2[CH:62]=[CH:61][C:60]([CH3:63])=[CH:59][CH:58]=2)(=[O:56])=[O:55])[C:48]2=[N:49][CH:50]=[CH:51][CH:52]=[C:47]2[CH:46]=1. Reported procedure: A solution of triphenylphosphine (470 mg) and diisopropyldiazodicarboxylate (350 μl) in dry toluene (15 mL) was treated with 1-methyl-3-[1-(toluene-4-sulfonyl)-1H-pyrrolo[2,3-b]pyridin-2-yl]-1H-indol-5-ol [150 mg, Reference Example 14(a)] followed by 1-methoxy-2-propanol (150 μl). The resulting mixture was heated under reflux for 5 hours then cooled and then evaporated. The residue was subjected to flash chromatography on silica eluting with a mixture of ethyl acetate and pentane (1:1, v/v) to g... The reactants are COCC(C)O (1-methoxy-2-propanol), C1(=CC=CC=C1)P(C1=CC=CC=C1)C1=CC=CC=C1 (triphenylphosphine), C(C)(C)OC(=O)[N+](=[N-])C(=O)OC(C)C (diisopropyldiazodicarboxylate), CN1C=C(C2=CC(=CC=C12)O)C1=CC=2C(=NC=CC2)N1S(=O)(=O)C1=CC=C(C=C1)C (1-methyl-3-[1-(toluene-4-sulfonyl)-1H-pyrrolo[2,3-b]pyridin-2-yl]-1H-indol-5-ol). Run in C1(=CC=CC=C1)C (toluene). Reactants: N(=O)[O-].[Na+] (sodium nitrite), NC1=C(C(=O)O)C=CC(=C1)Cl (2-amino-4-chlorobenzoic acid), S(O)(O)(=O)=O (sulfuric acid), C(C=C)(=O)O (acrylic acid), NS(=O)(=O)O (amidosulfonic acid). The reagents and catalysts are C/C(=C/C(=O)C)/[O-].C/C(=C/C(=O)C)/[O-].[Pd+2] (palladium acetylacetonate). Run in O (water), O (water). Conditions: time 4 hour. Yields the product ClC1=CC(=C(C(=O)O)C=C1)C=CC(=O)O (4-chloro-2-(3-hydroxy-3-oxo-1-propenyl)-benzoic acid). The yield is 88.1%. RXN SMILES: N([O-])=O.[Na+].N[C:6]1[CH:14]=[C:13]([Cl:15])[CH:12]=[CH:11][C:7]=1[C:8]([OH:10])=[O:9].S(=O)(=O)(O)O.NS(O)(=O)=O.[C:26]([OH:30])(=[O:29])[CH:27]=[CH2:28]>O.C/C(/[O-])=C/C(C)=O.C/C(/[O-])=C/C(C)=O.[Pd+2]>[Cl:15][C:13]1[CH:12]=[CH:11][C:7]([C:8]([OH:10])=[O:9])=[C:6]([CH:28]=[CH:27][C:26]([OH:30])=[O:29])[CH:14]=1 |f:0.1,7.8.9|. Reported procedure: At 2° C., a solution of 2.98 g of sodium nitrite in 5.65 ml of water is added to a mixture of 6.43 g of 2-amino-4-chlorobenzoic acid, 29.5 ml of water and 14.3 ml of concentrated sulfuric acid. 0.4 g of amidosulfonic acid are subsequently added, and this reaction mixture is then added dropwise to 2.7 g of acrylic acid and 28.5 mg of palladium acetylacetonate. After 4 hours at 40° C., the precipitated solid is filtered off, giving 7.48 g of 4-chloro-2-(3-hydroxy-3-oxo-1-propenyl)-benzoic acid of ...